From a dataset of the Open Reaction Database (ORD), a public repository of structured organic reaction records. describe an organic reaction: reactants, conditions, products, and yield Reactants: O1CCCC1 (tetrahydrofuran), CNC (dimethylamine), Cl.ClC(=O)N1CCN=C(C2=C1SC(=C2)CC)C2=CC=CC=C2 (1-chlorocarbonyl-7-ethyl-5-phenyl-2,3-dihydro-1H-thieno[2,3-e][1,4]diazepine hydrochloride). The solvent is O (water). Yields the product C(C)C1=CC2=C(N(CCN=C2C2=CC=CC=C2)C(N(C)C)=O)S1 (7-ethyl-1-dimethylcarbamoyl-5-phenyl-2,3-dihydro-1H-thieno[2,3-e][1,4]diazepine). Reaction SMILES: O1CCCC1.[CH3:6][NH:7][CH3:8].Cl.Cl[C:11]([N:13]1[C:19]2[S:20][C:21]([CH2:23][CH3:24])=[CH:22][C:18]=2[C:17]([C:25]2[CH:30]=[CH:29][CH:28]=[CH:27][CH:26]=2)=[N:16][CH2:15][CH2:14]1)=[O:12]>O>[CH2:23]([C:21]1[S:20][C:19]2[N:13]([C:11](=[O:12])[N:7]([CH3:8])[CH3:6])[CH2:14][CH2:15][N:16]=[C:17]([C:25]3[CH:30]=[CH:29][CH:28]=[CH:27][CH:26]=3)[C:18]=2[CH:22]=1)[CH3:24] |f:2.3|. Procedure: To 50 ml of 25%(W/V) tetrahydrofuran solution of dimethylamine is added 7.1 g of 1-chlorocarbonyl-7-ethyl-5-phenyl-2,3-dihydro-1H-thieno[2,3-e][1,4]diazepine hydrochloride by portions with cooling and stirring, and stirred at room temperature for 2 hours. The reaction mixtureis transferred to water and extracted with ethyl acetate. The organic layer is washed with water and dried over anhydrous magnesium sulfate. The solvent is evaporated under reduced pressure, and the residue is treated with e...